Dataset: the Open Reaction Database (ORD), a public repository of structured organic reaction records. Task: describe an organic reaction: reactants, conditions, products, and yield Yields the product ClC=1C=CC2=C(C(=NCC=3N2C=CN3)C3=C(C=CC=C3F)F)C1 (8-chloro-6-(2,6-difluorophenyl)-4H-imidazo[1,2-a][1,4]benzodiazepine). Procedure details: In the manner given in Example 33, 5-chloro-2',6'-difluoro-2-[2-(phthalimidomethyl)imidazol-1-yl]benzophenone in ethanol is heated with hydrazine to give 8-chloro-6-(2,6-difluorophenyl)-4H-imidazo[1,2-a][1,4]benzodiazepine. As a reaction SMILES: [Cl:1][C:2]1[CH:3]=[CH:4][C:5]([N:18]2[CH:22]=[CH:21][N:20]=[C:19]2[CH2:23][N:24]2C(=O)C3=CC=CC=C3C2=O)=[C:6]([CH:17]=1)[C:7]([C:9]1[C:14]([F:15])=[CH:13][CH:12]=[CH:11][C:10]=1[F:16])=O.NN>C(O)C>[Cl:1][C:2]1[CH:3]=[CH:4][C:5]2[N:18]3[CH:22]=[CH:21][N:20]=[C:19]3[CH2:23][N:24]=[C:7]([C:9]3[C:10]([F:16])=[CH:11][CH:12]=[CH:13][C:14]=3[F:15])[C:6]=2[CH:17]=1. The reactants are ClC=1C=CC(=C(C(=O)C2=C(C=CC=C2F)F)C1)N1C(=NC=C1)CN1C(C=2C(C1=O)=CC=CC2)=O (5-chloro-2',6'-difluoro-2-[2-(phthalimidomethyl)imidazol-1-yl]benzophenone), NN (hydrazine). Run in C(C)O (ethanol). Starting materials: Cn1ccnc1SCCC1(CO[Si](C)(C)C(C)(C)C)CCC1, CCCC[N+](CCCC)(CCCC)CCCC, [F-], C1CCOC1. Yields the product Cn1ccnc1SCCC1(CO)CCC1. RXN SMILES: [C:1]([Si:2]([CH3:3])([CH3:4])[O:6][CH2:7][C:8]1([CH2:12][CH2:13][S:14][c:15]2[n:16]([CH3:20])[cH:17][cH:18][n:19]2)[CH2:9][CH2:10][CH2:11]1)([CH3:5])([CH3:21])[CH3:22].[CH3:24][CH2:25][CH2:26][CH2:27][N+:28]([CH2:29][CH2:30][CH2:31][CH3:32])([CH2:33][CH2:34][CH2:35][CH3:36])[CH2:37][CH2:38][CH2:39][CH3:40].[F-:23].[O:41]1[CH2:42][CH2:43][CH2:44][CH2:45]1>>[OH:6][CH2:7][C:8]1([CH2:12][CH2:13][S:14][c:15]2[n:16]([CH3:20])[cH:17][cH:18][n:19]2)[CH2:9][CH2:10][CH2:11]1. Reactants: FC1(CN(CCC1C1=CC=C(C=C1)OC)C1C(N(CC1)CC1=CC=C(C=C1)F)=O)F (3-(3,3-difluoro-4-(4-methoxyphenyl)piperidin-1-yl)-1-(4-fluorobenzyl)pyrrolidin-2-one), B(Br)(Br)Br (boron tribromide). Run in C(Cl)Cl (DCM). Reaction conditions: time 1 hour. Product: FC1(CN(CCC1C1=CC=C(C=C1)O)C1C(N(CC1)CC1=CC=C(C=C1)F)=O)F (3-(3,3-difluoro-4-(4-hydroxyphenyl)-piperidin-1-yl)-1-(4-fluorobenzyl)pyrrolidin-2-one). Yield: 17.5%. As a reaction SMILES: [F:1][C:2]1([F:30])[CH:7]([C:8]2[CH:13]=[CH:12][C:11]([O:14]C)=[CH:10][CH:9]=2)[CH2:6][CH2:5][N:4]([CH:16]2[CH2:20][CH2:19][N:18]([CH2:21][C:22]3[CH:27]=[CH:26][C:25]([F:28])=[CH:24][CH:23]=3)[C:17]2=[O:29])[CH2:3]1.B(Br)(Br)Br>C(Cl)Cl>[F:30][C:2]1([F:1])[CH:7]([C:8]2[CH:13]=[CH:12][C:11]([OH:14])=[CH:10][CH:9]=2)[CH2:6][CH2:5][N:4]([CH:16]2[CH2:20][CH2:19][N:18]([CH2:21][C:22]3[CH:27]=[CH:26][C:25]([F:28])=[CH:24][CH:23]=3)[C:17]2=[O:29])[CH2:3]1. Procedure details: To a solution of 3-(3,3-difluoro-4-(4-methoxyphenyl)piperidin-1-yl)-1-(4-fluorobenzyl)pyrrolidin-2-one (200 mg, 0.48 mmol, mixture of diastereomers from step D) in DCM (15 mL) at −10° C. was added boron tribromide (0.05 mL, 0.48 mmol) and the reaction mixture was stirred under nitrogen for one hour. The mixture was then diluted with a satd. sodium bicarbonate solution and extracted with 100 mL of DCM. The organic layer was separated, dried over Na2SO4, filtered, and evaporated under reduced pres... Starting materials: C(#N)[BH3-].[Na+] (sodium cyanoborohydride), C1CCOC1 (THF), C1=C(C=CC2=CC=CC=C12)S(=O)(=O)NN1COC(C1CCC=O)=O (3-[3-(2-naphthalenesulfonylamino)oxazolidin-5-on-4-yl]propanal), Cl.C(#N)C1=CC=C(C[C@H](N)C(=O)N2CCCCC2)C=C1 (p-cyanophenylalaninylpiperidine hydrochloride), C(C)(=O)[O-].[Na+] (sodium acetate). Solvent: C(Cl)Cl (methylene chloride), C(Cl)Cl (methylene chloride), CO (methanol). Run at temperature 12 celsius, time 3 hour. The product is C1=C(C=CC2=CC=CC=C12)S(=O)(=O)NC1C(N(CCC1)C(CC1=CC=C(C=C1)C#N)C(=O)N1CCCCC1)=O (3-(2-naphthalenesulfonylamino)-1-[2-(4-cyanophenyl)-1-piperidinocarbonylethyl]-2-piperidinone). As a reaction SMILES: [CH:1]1[C:10]2[C:5](=[CH:6][CH:7]=[CH:8][CH:9]=2)[CH:4]=[CH:3][C:2]=1[S:11]([NH:14]N1C(CCC=O)C(=O)OC1)(=[O:13])=[O:12].Cl.[C:26]([C:28]1[CH:44]=[CH:43][C:31]([CH2:32][C@@H:33]([C:35]([N:37]2[CH2:42][CH2:41][CH2:40][CH2:39][CH2:38]2)=[O:36])[NH2:34])=[CH:30][CH:29]=1)#[N:27].[C:45]([O-:48])(=O)[CH3:46].[Na+].C([BH3-])#N.[Na+].[CH2:54]1[CH2:58]OC[CH2:55]1>C(Cl)Cl.CO>[CH:1]1[C:10]2[C:5](=[CH:6][CH:7]=[CH:8][CH:9]=2)[CH:4]=[CH:3][C:2]=1[S:11]([NH:14][CH:46]1[CH2:58][CH2:54][CH2:55][N:34]([CH:33]([C:35]([N:37]2[CH2:38][CH2:39][CH2:40][CH2:41][CH2:42]2)=[O:36])[CH2:32][C:31]2[CH:30]=[CH:29][C:28]([C:26]#[N:27])=[CH:44][CH:43]=2)[C:45]1=[O:48])(=[O:12])=[O:13] |f:1.2,3.4,5.6|. Procedure: 2.5 g (~7.5 mmol) of 3-[3-(2-naphthalenesulfonylamino)oxazolidin-5-on-4-yl]propanal, as crude product, in 15 ml of methylene chloride, 2.2 g (7.5 mmol) of p-cyanophenylalaninylpiperidine hydrochloride in 15 ml of methylene chloride and 1.2 g (14.6 mmol) of sodium acetate were successively added to 7.5 g of freshly activated molecular sieves (4 Å) in 30 ml of methanol. The mixture was cooled to about 12° C. and then 0.9 g (14.3 mmol) of sodium cyanoborohydride dissolved in 20 ml of THF was added ... Reactants: CCOC(=O)c1c(C2CC2)csc1NC(=O)OC(C)(C)C, CCOC(=O)c1c(C2CC2)csc1N(C(=O)OC(C)(C)C)C(=O)OC(C)(C)C, CO, [K+], [OH-], O. Product: CC(C)(C)OC(=O)Nc1scc(C2CC2)c1C(=O)O. RXN SMILES: [C:1]([CH3:2])([CH3:3])([CH3:4])[O:5][C:6](=[O:7])[NH:8][c:9]1[s:10][cH:11][c:12]([CH:19]2[CH2:20][CH2:21]2)[c:13]1[C:14](=[O:15])[O:16][CH2:17][CH3:18].[C:22]([O:23][C:24]([N:25]([C:26]([O:27][C:28]([CH3:29])([CH3:30])[CH3:31])=[O:32])[c:33]1[s:34][cH:35][c:36]([CH:37]2[CH2:38][CH2:39]2)[c:40]1[C:41]([O:42][CH2:43][CH3:44])=[O:45])=[O:46])([CH3:47])([CH3:48])[CH3:49].[CH3:52][OH:53].[K+:51].[OH-:50].[OH2:54]>>[C:1]([CH3:2])([CH3:3])([CH3:4])[O:5][C:6](=[O:7])[NH:8][c:9]1[s:10][cH:11][c:12]([CH:19]2[CH2:20][CH2:21]2)[c:13]1[C:14](=[O:15])[OH:16]. The reactants are COc1ccc(CCl)cc1, CN(C)C=O, CCOC(C)=O, [H-], [Na+], COC(=S)c1ccccc1CCCO. The product is COC(=S)c1ccccc1CCCOCc1ccc(OC)cc1. As a reaction SMILES: [CH3:17][O:18][c:19]1[cH:20][cH:21][c:22]([CH2:23][Cl:24])[cH:25][cH:26]1.[CH3:27][N:28]([CH3:29])[CH:30]=[O:31].[CH3:32][CH2:33][O:34][C:35](=[O:36])[CH3:37].[H-:15].[Na+:16].[OH:1][CH2:2][CH2:3][CH2:4][c:5]1[c:6]([C:7](=[S:8])[O:9][CH3:10])[cH:11][cH:12][cH:13][cH:14]1>>[O:1]([CH2:2][CH2:3][CH2:4][c:5]1[c:6]([C:7](=[S:8])[O:9][CH3:10])[cH:11][cH:12][cH:13][cH:14]1)[CH2:23][c:22]1[cH:21][cH:20][c:19]([O:18][CH3:17])[cH:26][cH:25]1.